This data is from the Open Reaction Database (ORD), a public repository of structured organic reaction records. The task is: describe an organic reaction: reactants, conditions, products, and yield The reactants are C(C)OCCCN1CCC(CC1)=O (1-(3-ethoxypropyl)-4-piperidone), Cl.NO (hydroxylamine hydrochloride). Yields the product C(C)OCCCN1CCC(CC1)=NO (1-(3-Ethoxypropyl)-4piperidone oxime). As a reaction SMILES: [CH2:1]([O:3][CH2:4][CH2:5][CH2:6][N:7]1[CH2:12][CH2:11][C:10](=O)[CH2:9][CH2:8]1)[CH3:2].Cl.[NH2:15][OH:16]>>[CH2:1]([O:3][CH2:4][CH2:5][CH2:6][N:7]1[CH2:12][CH2:11][C:10](=[N:15][OH:16])[CH2:9][CH2:8]1)[CH3:2] |f:1.2|. Reported procedure: 1-(3-Ethoxypropyl)-4piperidone oxime is prepared from 1-(3-ethoxypropyl)-4-piperidone and hydroxylamine hydrochloride essentially as described above in Example 38, Scheme C, step b. The reactants are C(CC)NC=1C=C(C=CC1)C=1NC(C(C(=O)O)=CC1)=O (6-[m-(Propylamino)phenyl]-1,2-dihydro-2-oxonicotinic acid), CN(C=O)C (dimethylformamide), C(Cl)Cl (methylene chloride). The reagents and catalysts are S(=O)(Cl)Cl (thionyl chloride). The product is Cl.C(CC)NC=1C=C(C=CC1)C=1NC(C(CCl)=CC1)=O (6-[m-(Propylamino)phenyl]-1,2-dihydro-2-oxonicotinyl Chloride Hydrochloride). As a reaction SMILES: [CH2:1]([NH:4][C:5]1[CH:6]=[C:7]([C:11]2[NH:12][C:13](=[O:20])[C:14](=[CH:18][CH:19]=2)C(O)=O)[CH:8]=[CH:9][CH:10]=1)[CH2:2][CH3:3].CN(C)C=O.[CH2:26]([Cl:28])[Cl:27]>S(Cl)(Cl)=O>[ClH:27].[CH2:1]([NH:4][C:5]1[CH:6]=[C:7]([C:11]2[NH:12][C:13](=[O:20])[C:14](=[CH:18][CH:19]=2)[CH2:26][Cl:28])[CH:8]=[CH:9][CH:10]=1)[CH2:2][CH3:3] |f:4.5|. Procedure details: 6-[m-(Propylamino)phenyl]-1,2-dihydro-2-oxonicotinic acid (1.0 g.) is added to 10 ml. thionyl chloride containing 10 drops of dimethylformamide. Solution soon occurs and after a half hour a new solid appears. The mixture is diluted with methylene chloride and the 6-[m-(propylamino)phenyl]-1,2-dihydro-2-oxonicotinyl chloride hydrochloride collected and washed with methylene chloride. Starting materials: C(#N)C1=NC=C(C=N1)N (2-cyano-5aminopyrimidine), [N-]=C=O.C(C)OC(CCN)=O (beta-alanine ethyl ester isocyanate), C(C)#N (acetonitrile), [OH-].[Na+] (NaOH). Product: C(#N)C(CNC(NC=1C=NC=NC1)=O)C(=O)O (2-cyano-5-pyrimidinylcarbamoyl-beta-alanine). Isolated yield 45.0%. Reaction SMILES: C([C:3]1[N:8]=[CH:7][C:6]([NH2:9])=[CH:5][N:4]=1)#N.[N-:10]=[C:11]=[O:12].C([O:15][C:16](=[O:20])[CH2:17][CH2:18][NH2:19])C.[OH-].[Na+].[C:23](#N)C>>[C:18]([CH:17]([C:16]([OH:15])=[O:20])[CH2:23][NH:10][C:11](=[O:12])[NH:9][C:6]1[CH:7]=[N:8][CH:3]=[N:4][CH:5]=1)#[N:19] |f:1.2,3.4|. Procedure details: A solution of 0.83 g (7 mmol) of 2-cyano-5aminopyrimidine and 1 g (7 mmol) of beta-alanine ethyl ester isocyanate in 30 ml of anhydrous acetonitrile is heated for 4 hr at 70° C. The reaction mixture is concentrated to dryness and the residue is subjected directly to hydrolysis with 0.1 N HCl (50 ml) for 3 hr at 70° C. After cooling, the solution is treated with NaOH until a pH of 10 is obtained, washed with 3 × 40 ml of dichloromethane, acidified with HCl until a pH of 3 is obtained, and then co... The product is CC(C)(C)OC(NCCCC(=O)C=1N(C=CN1)C)=O ([4-(1-Methyl-1H-imidazol-2-yl)-4-oxobutyl]carbamic acid 1,1-dimethylethyl ester). Starting materials: COCNC(CCCNC(OC(C)(C)C)=O)=O (1,1-Dimethylethyl [4-(methoxymethylamino)-4-oxobutyl]-carbamate), resultant solution, CN1C=NC=C1 (N-methylimidazole), C(CCC)[Li] (n-Butyllithium). Reaction SMILES: [CH3:1][N:2]1[CH:6]=[CH:5][N:4]=[CH:3]1.C([Li])CCC.COCN[C:16](=[O:28])[CH2:17][CH2:18][CH2:19][NH:20][C:21](=[O:27])[O:22][C:23]([CH3:26])([CH3:25])[CH3:24]>O1CCCC1>[CH3:26][C:23]([O:22][C:21](=[O:27])[NH:20][CH2:19][CH2:18][CH2:17][C:16]([C:3]1[N:2]([CH3:1])[CH:6]=[CH:5][N:4]=1)=[O:28])([CH3:24])[CH3:25]. Reported procedure: N-methylimidazole (0.83 g, 10.1 mmol) was dissolved in anhydrous tetrahydrofuran (30 ml) and the solution cooled to −70° C. n-Butyllithium (2.29M, 3.48 ml, 10.1 mmol) was added dropwise and the solution stirred for 0.5hat −70° C. 1,1-Dimethylethyl [4-(methoxymethylamino)-4-oxobutyl]-carbamate (1.24 g, 5.03 mmol) as a solution in tetrahydrofuran (50 ml) was added dropwise and the resultant solution stirred at −70° C. for 1 h. The cooling bath was removed and the reaction mixture allowed to warm t... Run at temperature -70 celsius. Run in O1CCCC1 (tetrahydrofuran), O1CCCC1 (tetrahydrofuran). Yield: 61.0%. Reactants: Cc1c(C=O)c2cc(ccc2[nH]1)[Cl], CC1=CN=C(C=C1)N, [C-]#[N+]C1CCCCC1. The reagents and catalysts are O=C(O)C(F)(F)F (trifluoroacetic acid). Run in CC(C)O (isopropyl alcohol), CC(C)O (isopropylalcohol). Run at temperature 22 celsius, time 20 hour. Yields the product Cc1ccc2nc(c3c4cc(ccc4[nH]c3C)[Cl])c(NC3CCCCC3)n2c1. Isolated yield 0.2%. Reaction SMILES: CC1=CC=C(N)N=C1.[C-]#[N+]C1CCCCC1.CC1=C(C=O)C2=C(N1)C=CC(Cl)=C2>>CC1=C(C2=CC(Cl)=CC=C2N1)C1=C(NC2CCCCC2)N2C=C(C)C=CC2=N1. The product is CON=C(C(C)=NN)c1ccc(Cl)cc1. RXN SMILES: [CH3:18][CH2:19][CH2:20][CH2:21][CH2:22][CH3:23].[CH3:1][O:2][N:3]=[C:4]([C:5]([CH3:6])=[O:7])[c:8]1[cH:9][cH:10][c:11]([Cl:14])[cH:12][cH:13]1.[CH3:24][CH2:25][OH:26].[NH2:16][NH2:17].[OH2:15]>>[CH3:1][O:2][N:3]=[C:4]([C:5]([CH3:6])=[N:16][NH2:17])[c:8]1[cH:9][cH:10][c:11]([Cl:14])[cH:12][cH:13]1. Reactants: CCCCCC, CON=C(C(C)=O)c1ccc(Cl)cc1, CCO, NN, O. Reactants: CC=1N=CC2=CC=CC=C2C1 (3-methylisoquinoline), BrBr (bromine), C([O-])([O-])=O.[Na+].[Na+] (sodium carbonate). The solvent is [N+](=O)([O-])C1=CC=CC=C1 (nitrobenzene). Reaction conditions: temperature 180 celsius. Product: BrC1=C(N=CC2=CC=CC=C12)C (4-Bromo-3-methylisoquinoline). The yield is 72.3%. RXN SMILES: [CH3:1][C:2]1[N:3]=[CH:4][C:5]2[C:10]([CH:11]=1)=[CH:9][CH:8]=[CH:7][CH:6]=2.[Br:12]Br.C(=O)([O-])[O-].[Na+].[Na+]>[N+](C1C=CC=CC=1)([O-])=O>[Br:12][C:11]1[C:10]2[C:5](=[CH:6][CH:7]=[CH:8][CH:9]=2)[CH:4]=[N:3][C:2]=1[CH3:1] |f:2.3.4|. Procedure: To 3-methylisoquinoline (0.500 g, 3.49 mmol) in 1 ml nitrobenzene, bromine (0.196 ml, 3.84 mmol) was added and the contents heated in a sealed tube at 180° C. for 4 hours. The solution was cooled to room temperature, neutralized with solid sodium carbonate (pH=8) and extracted with ethyl acetate (2×20 ml). The organic layer was dried over sodium sulfate, filtered, concentrated and column purified (hexane:EtOAc; 4.5:0.5) to give 0.560 g (72%) of the product as syrup. The reactants are ClC1=CC=CC=2N1N=C(C2C2=NC(=NC=C2)NC2CCCC2)C=2OC=CC2 (4-[7-Chloro-2-(2-furyl)pyrazolo[1,5-a]pyridin-3-yl]-N-cyclopentyl-2-pyrimidinamine), C1(CC1)N (cyclopropylamine), steel. Run in C(C)(=O)OCC (ethyl acetate). Run at temperature 100 celsius. Product: C1(CCCC1)NC1=NC=CC(=N1)C=1C(=NN2C1C=CC=C2NC2CC2)C=2OC=CC2 (3-[2-(cyclopentylamino)-4-pyrimidinyl]-N-cyclopropyl-2-(2-furyl)pyrazolo[1,5-a]pyridin-7-amine). Isolated yield 32.0%. RXN SMILES: Cl[C:2]1[N:7]2[N:8]=[C:9]([C:23]3[O:24][CH:25]=[CH:26][CH:27]=3)[C:10]([C:11]3[CH:16]=[CH:15][N:14]=[C:13]([NH:17][CH:18]4[CH2:22][CH2:21][CH2:20][CH2:19]4)[N:12]=3)=[C:6]2[CH:5]=[CH:4][CH:3]=1.[CH:28]1([NH2:31])[CH2:30][CH2:29]1>C(OCC)(=O)C>[CH:18]1([NH:17][C:13]2[N:12]=[C:11]([C:10]3[C:9]([C:23]4[O:24][CH:25]=[CH:26][CH:27]=4)=[N:8][N:7]4[C:2]([NH:31][CH:28]5[CH2:30][CH2:29]5)=[CH:3][CH:4]=[CH:5][C:6]=34)[CH:16]=[CH:15][N:14]=2)[CH2:19][CH2:20][CH2:21][CH2:22]1. Reported procedure: 4-[7-Chloro-2-(2-furyl)pyrazolo[1,5-a]pyridin-3-yl]-N-cyclopentyl-2-pyrimidinamine (100 mg, 0.26 mmol) and cyclopropylamine (5 mL) were put in a steel bomb. After heating at 100° C. for 3 days, the reaction was allowed to cool to room temperature. The reaction mixture was diluted with ethyl acetate, washed with water and brine, then dried over magnesium sulfate. Filtration and concentration followed by purification with flash chromatography (3:7 ethyl acetate:hexanes) gave 3-[2-(cyclopentylamino... The reactants are CCC1C=C(C)CC(C)CC(OC)C2OC(O)(C(=O)C(=O)N3CCCCC3C(=O)OC(C(C)=CC3CCC(O)C(O)C3)C(C)C(O)CC1=O)C(C)CC2OC, N=C(OCC=Cc1ccccc1)C(Cl)(Cl)Cl, O=S(=O)(O)C(F)(F)F. The product is CCC1C=C(C)CC(C)CC(OC)C2OC(O)(C(=O)C(=O)N3CCCCC3C(=O)OC(C(C)=CC3CCC(O)C(OCC=Cc4ccccc4)C3)C(C)C(O)CC1=O)C(C)CC2OC. As a reaction SMILES: [CH2:1]([CH3:2])[CH:3]1[C:4](=[O:55])[CH2:5][CH:6]([OH:54])[CH:7]([CH3:53])[CH:8]([C:42](=[CH:43][CH:44]2[CH2:45][CH:46]([OH:51])[CH:47]([OH:50])[CH2:48][CH2:49]2)[CH3:52])[O:9][C:10](=[O:41])[CH:11]2[CH2:12][CH2:13][CH2:14][CH2:15][N:16]2[C:17](=[O:40])[C:18](=[O:39])[C:19]2([OH:38])[CH:20]([CH3:37])[CH2:21][CH:22]([O:35][CH3:36])[CH:23]([CH:24]([O:32][CH3:33])[CH2:25][CH:26]([CH3:31])[CH2:27][C:28]([CH3:30])=[CH:29]1)[O:34]2.[Cl:56][C:57]([Cl:58])([Cl:59])[C:69](=[NH:70])[O:71][CH2:60][CH:61]=[CH:62][c:63]1[cH:64][cH:65][cH:66][cH:67][cH:68]1.[OH:72][S:73]([C:74]([F:75])([F:76])[F:77])(=[O:78])=[O:79]>>[CH2:1]([CH3:2])[CH:3]1[C:4](=[O:55])[CH2:5][CH:6]([OH:54])[CH:7]([CH3:53])[CH:8]([C:42](=[CH:43][CH:44]2[CH2:45][CH:46]([O:51][CH2:60][CH:61]=[CH:62][c:63]3[cH:64][cH:65][cH:66][cH:67][cH:68]3)[CH:47]([OH:50])[CH2:48][CH2:49]2)[CH3:52])[O:9][C:10](=[O:41])[CH:11]2[CH2:12][CH2:13][CH2:14][CH2:15][N:16]2[C:17](=[O:40])[C:18](=[O:39])[C:19]2([OH:38])[CH:20]([CH3:37])[CH2:21][CH:22]([O:35][CH3:36])[CH:23]([CH:24]([O:32][CH3:33])[CH2:25][CH:26]([CH3:31])[CH2:27][C:28]([CH3:30])=[CH:29]1)[O:34]2.